This data is from the Open Reaction Database (ORD), a public repository of structured organic reaction records. The task is: describe an organic reaction: reactants, conditions, products, and yield Reactants: COC(CCC\C=C/C[C@@H]1[C@H]([C@@H](CC1=O)CC)\C=C\C(CCC1=C(C2=C(S1)C=CC=C2)Cl)O[Si](C)(C)C(C)(C)C)=O ((Z)-7-{(1R,2R,3R)-2-[(E)-3-(tert-Butyl-dimethyl-silanyloxy)-5-(3-chloro-benzo[b]thiophen-2-yl)-pent-1-enyl]-3-ethyl-5-oxo-cyclopentyl}-hept-5-enoic acid methyl ester), C(C)[Mg]Br (ethylmagnesium bromide), COC(CCC\C=C/C[C@@H]1[C@H](C=CC1=O)\C=C\C(CCC1=C(C2=C(S1)C=CC=C2)Cl)O[Si](C)(C)C(C)(C)C)=O ((Z)-7-{(1R,2S)-2-[(E)-3-(tert-Butyl-dimethyl-silanyloxy)-5-(3-chloro-benzo[b]thiophen-2-yl)-pent-1-enyl]-5-oxo-cyclopent-3-enyl}-hept-5-enoic acid methyl ester). Reagents/catalysts: [Cu]I (CuI). Solvent: C1CCOC1 (THF), C1CCOC1 (THF). Reaction conditions: temperature -78 celsius, time 5 minute. Yields the product COC(CCC\C=C/C[C@@H]1[C@H](CCC1=O)\C=C\C(CCC1=C(C2=C(S1)C=CC=C2)Cl)O[Si](C)(C)C(C)(C)C)=O ((Z)-7-{(1R,2R)-2-[(E)-3-(tert-Butyl-dimethyl-silanyloxy)-5-(3-chloro-benzo[b]thiophen-2-yl)-pent-1-enyl]-5-oxo-cyclopentyl}-hept-5-enoic acid methyl ester). The yield is 46.0%. As a reaction SMILES: [CH3:1][O:2][C:3](=[O:41])[CH2:4][CH2:5][CH2:6]/[CH:7]=[CH:8]\[CH2:9][C@H:10]1[C:14](=[O:15])[CH2:13][C@@H:12](CC)[C@@H:11]1/[CH:18]=[CH:19]/[CH:20]([O:33][Si:34]([C:37]([CH3:40])([CH3:39])[CH3:38])([CH3:36])[CH3:35])[CH2:21][CH2:22][C:23]1[S:27][C:26]2[CH:28]=[CH:29][CH:30]=[CH:31][C:25]=2[C:24]=1[Cl:32].C([Mg]Br)C.COC(=O)CCC/C=C\C[C@H]1C(=O)C=C[C@@H]1/C=C/C(O[Si](C(C)(C)C)(C)C)CCC1SC2C=CC=CC=2C=1Cl>C1COCC1.[Cu]I>[CH3:1][O:2][C:3](=[O:41])[CH2:4][CH2:5][CH2:6]/[CH:7]=[CH:8]\[CH2:9][C@H:10]1[C:14](=[O:15])[CH2:13][CH2:12][C@@H:11]1/[CH:18]=[CH:19]/[CH:20]([O:33][Si:34]([C:37]([CH3:39])([CH3:38])[CH3:40])([CH3:35])[CH3:36])[CH2:21][CH2:22][C:23]1[S:27][C:26]2[CH:28]=[CH:29][CH:30]=[CH:31][C:25]=2[C:24]=1[Cl:32]. Procedure details: A solution of enone 13 (145 mg, 0.25 mmol) in toluene (4 mL) was added to a −45° C. mixture of [Ph3PCuH]6 in toluene (4 mL), rinsing with 0.5 mL toluene. The mixture was allowed to stir for 1 h and then was allowed to warm to room temperature. After 19 h at room temperature, the reaction was quenched by addition of 15 mL saturated NH4Cl solution. The resulting mixture was extracted with ethyl acetate (3×15 mL) and the combined ethyl acetate solution was dried (Na2SO4), filtered and evaporated. P... Reactants: CC(=O)OC(C)C(=O)c1c(C(C)C)nn2ccccc12, C1CCOC1, CCOC(C)=O, [Na+], [Na+], O=C([O-])O, [OH-]. The product is CC(O)C(=O)c1c(C(C)C)nn2ccccc12. As a reaction SMILES: [C:1](=[O:2])([CH3:3])[O:4][CH:5]([C:6](=[O:7])[c:8]1[c:9]([CH:17]([CH3:18])[CH3:19])[n:10][n:11]2[c:12]1[cH:13][cH:14][cH:15][cH:16]2)[CH3:20].[CH2:34]1[O:35][CH2:36][CH2:37][CH2:38]1.[CH3:23][CH2:24][O:25][C:26](=[O:27])[CH3:28].[Na+:22].[Na+:33].[O-:29][C:30]([OH:31])=[O:32].[OH-:21]>>[OH:4][CH:5]([C:6](=[O:7])[c:8]1[c:9]([CH:17]([CH3:18])[CH3:19])[n:10][n:11]2[c:12]1[cH:13][cH:14][cH:15][cH:16]2)[CH3:20]. Product: ClC=1N=C(C=2N=CN([C@H]3[C@H](O)[C@H](O)[C@@H](CO)O3)C2N1)N (2-chloroadenosine). Reported procedure: In yet another route the 5′-substituent was introduced prior to C2-substitution to circumvent all problems met in the previous routes. The method of Robins20 yielded 5′-deoxy-2-iodo-5′-chloroadenosine from 2-iodoadenosine (1). However, besides the 5′-hydroxyl group, also the 2-iodo group of 1 was replaced by chlorine to some extent, and a mixture of 5′-deoxy-2-iodo-5′-chloroadenosine with 2,5′-dichloro-5′-deoxyadenosine was obtained. Separation of the two products by column chromatography proved... As a reaction SMILES: ClCl.IC1N=C(N)C2N=CN(C=2N=1)[C@@H]1O[C@H](CCl)[C@@H](O)[C@H]1[OH:13].[Cl:23][C:24]1[N:25]=[C:26]([NH2:42])[C:27]2[N:28]=[CH:29][N:30]([C:40]=2[N:41]=1)[C@@H:31]1[O:39][C@H:36]([CH2:37]Cl)[C@@H:34]([OH:35])[C@H:32]1[OH:33]>>[Cl:23][C:24]1[N:25]=[C:26]([NH2:42])[C:27]2[N:28]=[CH:29][N:30]([C:40]=2[N:41]=1)[C@@H:31]1[O:39][C@H:36]([CH2:37][OH:13])[C@@H:34]([OH:35])[C@H:32]1[OH:33]. The reactants are ClCl (chlorine), IC=1N=C(C=2N=CN([C@H]3[C@H](O)[C@H](O)[C@@H](CCl)O3)C2N1)N (5′-deoxy-2-iodo-5′-chloroadenosine), ClC=1N=C(C=2N=CN([C@H]3[C@H](O)[C@H](O)[C@@H](CCl)O3)C2N1)N (2,5′-dichloro-5′-deoxyadenosine). The reactants are CCCCCCCCc1ccc(NCc2ccccc2)cc1, O=C=Nc1ccccc1. Product: CCCCCCCCc1ccc(N(Cc2ccccc2)C(=O)Nc2ccccc2)cc1. As a reaction SMILES: [CH2:1]([c:2]1[cH:3][cH:4][cH:5][cH:6][cH:7]1)[NH:8][c:9]1[cH:10][cH:11][c:12]([CH2:15][CH2:16][CH2:17][CH2:18][CH2:19][CH2:20][CH2:21][CH3:22])[cH:13][cH:14]1.[c:23]1([N:29]=[C:30]=[O:31])[cH:24][cH:25][cH:26][cH:27][cH:28]1>>[CH2:1]([c:2]1[cH:3][cH:4][cH:5][cH:6][cH:7]1)[N:8]([c:9]1[cH:10][cH:11][c:12]([CH2:15][CH2:16][CH2:17][CH2:18][CH2:19][CH2:20][CH2:21][CH3:22])[cH:13][cH:14]1)[C:30]([NH:29][c:23]1[cH:24][cH:25][cH:26][cH:27][cH:28]1)=[O:31]. Reactants: O=C([O-])[O-], COC(=O)CCl, CCOC(C)=O, [Cs+], [Cs+], Ic1cn[nH]c1, CN(C)C=O. Product: COC(=O)Cn1cc(I)cn1. As a reaction SMILES: [C:7](=[O:8])([O-:9])[O-:10].[CH3:18][O:19][C:20]([CH2:21][Cl:22])=[O:23].[CH3:24][CH2:25][O:26][C:27]([CH3:28])=[O:29].[Cs+:11].[Cs+:12].[I:1][c:2]1[cH:3][n:4][nH:5][cH:6]1.[O:13]=[CH:14][N:15]([CH3:16])[CH3:17]>>[I:1][c:2]1[cH:3][n:4]([CH2:21][C:20]([O:19][CH3:18])=[O:23])[n:5][cH:6]1. Starting materials: BrC1=CC=C(C=C1)CCN(C(OC(C)(C)C)=O)C[C@H](O)C1=CC(=CC=C1)Cl (tert-butyl [2-(4-bromophenyl)ethyl][(2R)-2-(3-chlorophenyl)-2-hydroxyethyl]carbamate), C(=O)C1=CC=C(S1)B(O)O (5-formyl-2-thiopheneboronic acid), C([O-])([O-])=O.[Na+].[Na+] (sodium carbonate). The reagents and catalysts are C=1C=CC(=CC1)[P](C=2C=CC=CC2)(C=3C=CC=CC3)[Pd]([P](C=4C=CC=CC4)(C=5C=CC=CC5)C=6C=CC=CC6)([P](C=7C=CC=CC7)(C=8C=CC=CC8)C=9C=CC=CC9)[P](C=1C=CC=CC1)(C=1C=CC=CC1)C=1C=CC=CC1 (tetrakis(triphenylphosphine)palladium). Run in COCCOC (1,2-dimethoxyethane), C(C)(=O)OCC (ethyl acetate), O (water). Reaction conditions: temperature 80 celsius, time 7 hour. Product: ClC=1C=C(C=CC1)[C@H](CN(C(OC(C)(C)C)=O)CCC1=CC=C(C=C1)C=1SC(=CC1)C=O)O (tert-butyl [(2R)-2-(3-chlorophenyl)-2-hydroxyethyl][2-[4-(5-formyl-2-thienyl)phenyl]ethyl]carbamate). Yield: 35.0%. As a reaction SMILES: Br[C:2]1[CH:7]=[CH:6][C:5]([CH2:8][CH2:9][N:10]([CH2:18][C@@H:19]([C:21]2[CH:26]=[CH:25][CH:24]=[C:23]([Cl:27])[CH:22]=2)[OH:20])[C:11](=[O:17])[O:12][C:13]([CH3:16])([CH3:15])[CH3:14])=[CH:4][CH:3]=1.[CH:28]([C:30]1[S:34][C:33](B(O)O)=[CH:32][CH:31]=1)=[O:29].C(=O)([O-])[O-].[Na+].[Na+]>COCCOC.C(OCC)(=O)C.O.C1C=CC([P]([Pd]([P](C2C=CC=CC=2)(C2C=CC=CC=2)C2C=CC=CC=2)([P](C2C=CC=CC=2)(C2C=CC=CC=2)C2C=CC=CC=2)[P](C2C=CC=CC=2)(C2C=CC=CC=2)C2C=CC=CC=2)(C2C=CC=CC=2)C2C=CC=CC=2)=CC=1>[Cl:27][C:23]1[CH:22]=[C:21]([C@@H:19]([OH:20])[CH2:18][N:10]([CH2:9][CH2:8][C:5]2[CH:6]=[CH:7][C:2]([C:33]3[S:34][C:30]([CH:28]=[O:29])=[CH:31][CH:32]=3)=[CH:3][CH:4]=2)[C:11](=[O:17])[O:12][C:13]([CH3:16])([CH3:15])[CH3:14])[CH:26]=[CH:25][CH:24]=1 |f:2.3.4,^1:60,62,81,100|. Reported procedure: To a solution of tert-butyl [2-(4-bromophenyl)ethyl][(2R)-2-(3-chlorophenyl)-2-hydroxyethyl]carbamate (500 mg) in 1,2-dimethoxyethane (6 ml) was added 5-formyl-2-thiopheneboronic acid (206 mg), tetrakis(triphenylphosphine)palladium (63 mg) and aqueous solution of sodium carbonate (2M, 1.0 ml), and the mixture was stirred at 80° C. for 7 hours under nitrogen. The mixture was diluted with ethyl acetate and water. The organic layer was separated, washed with brine, dried over magnesium sulfate and ... Reactants: C1(CC1)N1C[C@@H](CCC1)CN1CCNCC1 (1-{[(3S)-1-cyclopropylpiperidin-3-yl]methyl}piperazine), ClC(C(=O)NC1=CC(=C(C=C1)C(F)(F)F)Cl)(Cl)Cl (2,2,2-trichloro-N-[3-chloro-4-(trifluoromethyl)phenyl]acetamide), C1CCC2=NCCCN2CC1 (DBU). Run in C(C)#N (acetonitrile). Run at temperature 150 celsius. The product is N (NH3), ClC=1C=C(C=CC1C(F)(F)F)NC(=O)N1CCN(CC1)C[C@H]1CN(CCC1)C1CC1 (N-[3-Chloro-4-(trifluoromethyl)phenyl]-4-{[(3S)-1-cyclopropylpiperidin-3-yl]methyl}piperazine-1-carboxamide). Yield: 82.4%. RXN SMILES: [CH:1]1([N:4]2[CH2:9][CH2:8][CH2:7][C@@H:6]([CH2:10][N:11]3[CH2:16][CH2:15][NH:14][CH2:13][CH2:12]3)[CH2:5]2)[CH2:3][CH2:2]1.ClC(Cl)(Cl)[C:19]([NH:21][C:22]1[CH:27]=[CH:26][C:25]([C:28]([F:31])([F:30])[F:29])=[C:24]([Cl:32])[CH:23]=1)=[O:20].C1CCN2C(=NCCC2)CC1>C(#N)C>[NH3:4].[Cl:32][C:24]1[CH:23]=[C:22]([NH:21][C:19]([N:14]2[CH2:15][CH2:16][N:11]([CH2:10][C@@H:6]3[CH2:7][CH2:8][CH2:9][N:4]([CH:1]4[CH2:3][CH2:2]4)[CH2:5]3)[CH2:12][CH2:13]2)=[O:20])[CH:27]=[CH:26][C:25]=1[C:28]([F:31])([F:30])[F:29]. Procedure: A mixture of 1-{[(3S)-1-cyclopropylpiperidin-3-yl]methyl}piperazine (67 mg), 2,2,2-trichloro-N-[3-chloro-4-(trifluoromethyl)phenyl]acetamide (102 mg) and DBU (46 mg) in acetonitrile (4 mL) was heated to 150° C. in the microwave for 10 minutes. The solution was concentrated at reduced pressure and purified by reverse phase prep HPLC eluting with a mixture of 5-95% acetonitrile in water and then SCX-2 column eluting with methanol then 7M NH3 in methanol to give the title compound as a white solid ... Starting materials: CCOC=C(C(=O)OCC)C(=O)OCC, CN(C)C=O, CCC(CC)C(=O)Nc1ccc2ncnc(N)c2c1, O. Product: CCOC(=O)C(=CNc1ncnc2ccc(NC(=O)C(CC)CC)cc12)C(=O)OCC. Reaction SMILES: [CH2:20]([O:21][CH:23]=[C:24]([C:25](=[O:26])[O:27][CH2:28][CH3:29])[C:30](=[O:31])[O:32][CH2:33][CH3:34])[CH3:22].[CH3:36][N:37]([CH3:38])[CH:39]=[O:40].[NH2:1][c:2]1[n:3][cH:4][n:5][c:6]2[cH:7][cH:8][c:9]([NH:12][C:13]([CH:14]([CH2:15][CH3:16])[CH2:17][CH3:18])=[O:19])[cH:10][c:11]12.[OH2:35]>>[NH:1]([c:2]1[n:3][cH:4][n:5][c:6]2[cH:7][cH:8][c:9]([NH:12][C:13]([CH:14]([CH2:15][CH3:16])[CH2:17][CH3:18])=[O:19])[cH:10][c:11]12)[CH:23]=[C:24]([C:25](=[O:26])[O:27][CH2:28][CH3:29])[C:30](=[O:31])[O:32][CH2:33][CH3:34]. Starting materials: BrC(C(=O)C1=CC=C(C=C1)F)C1=CC=C(C=C1)S(=O)(=O)C (2-bromo-1-(4-fluorophenyl)-2-(4-methylsulfonylphenyl) ethanone), C(C1=CN=CC=C1)(=S)N (thionicotinamide), 2-bromo-1-(4-fluorophenyl)-3-(methylsulfonylphenyl)ethanone. Solvent: C(C)#N (acetonitrile). Product: FC1=CC=C(C=C1)C=1N=C(SC1C1=CC=C(C=C1)S(=O)(=O)C)C=1C=NC=CC1 (4-(4-fluorophenyl)-5-(4-methylsulfonylphenyl)-2-(3-pyridyl) thiazole). The yield is 43.4%. RXN SMILES: Br[CH:2]([C:12]1[CH:17]=[CH:16][C:15]([S:18]([CH3:21])(=[O:20])=[O:19])=[CH:14][CH:13]=1)[C:3]([C:5]1[CH:10]=[CH:9][C:8]([F:11])=[CH:7][CH:6]=1)=O.[C:22]([NH2:30])(=[S:29])[C:23]1[CH:28]=[CH:27][CH:26]=[N:25][CH:24]=1>C(#N)C>[F:11][C:8]1[CH:9]=[CH:10][C:5]([C:3]2[N:30]=[C:22]([C:23]3[CH:24]=[N:25][CH:26]=[CH:27][CH:28]=3)[S:29][C:2]=2[C:12]2[CH:17]=[CH:16][C:15]([S:18]([CH3:21])(=[O:20])=[O:19])=[CH:14][CH:13]=2)=[CH:6][CH:7]=1. Reported procedure: To a solution of 2-bromo-1-(4-fluorophenyl)-2-(4-methylsulfonylphenyl)ethanone from Step 2 (0.732 g, 1.97 mmol) in acetonitrile (20 mL) in a 50 mL round bottom flask was added thionicotinamide (0.273 g, 1.97 mmol) with stirring. The resulting solution was heated to reflux for 1 hour and additional 2-bromo-1-(4-fluorophenyl)-3-(methylsulfonylphenyl)ethanone (0.031 g, 0.05 mmol) was added and stirred at ruflux for an additional hour. The reaction was cooled to room temperature and concentrated in ...